From a dataset of the Open Reaction Database (ORD), a public repository of structured organic reaction records. describe an organic reaction: reactants, conditions, products, and yield Starting materials: C1COC2(CCC(CC2)=O)O1 (1,4-Cyclohexanedione monoethylene ketal), [H-].[Na+] (sodium hydride), suspension, C(=O)OCC (ethyl formate). The reagents and catalysts are C(C)O (ethanol). The solvent is O1CCCC1 (tetrahydrofuran). Yields the product OC=C1CC2(OCCO2)CCC1=O (7-(hydroxymethylene)-1,4-dioxaspiro-[4.5]decan-8-one). Reaction SMILES: [CH2:1]1[O:11][C:4]2([CH2:9][CH2:8][C:7](=[O:10])[CH2:6][CH2:5]2)[O:3][CH2:2]1.[H-].[Na+].[CH:14](OCC)=[O:15]>C(O)C.O1CCCC1>[OH:15][CH:14]=[C:8]1[C:7](=[O:10])[CH2:6][CH2:5][C:4]2([O:3][CH2:2][CH2:1][O:11]2)[CH2:9]1 |f:1.2|. Reported procedure: 1,4-Cyclohexanedione monoethylene ketal (5.00 g) was added to a mixture of sodium hydride (1.40 g of a 60% suspension in mineral oil), 10 ml of ethyl formate, 1 drop of ethanol and 200 ml of tetrahydrofuran. The reaction mixture was heated at reflux for 2.5 hours, cooled and partitioned between water and ethyl ether. The ethereal layer was extracted several times with 0.5N sodium hydroxide and the combined aqueous portions were washed once with ether. The aqueous solution was acidified slowly to... The reactants are C(CC(=O)C)(=O)OCC (ethyl acetoacetate), O=C(C)C=C(C)C (mesityl oxide), CCCCCCC (heptane). Reagents/catalysts: [Cl-].[Zn+2].[Cl-] (zinc chloride). Solvent: C1(=CC=CC=C1)C (toluene). Reaction conditions: time 24 hour. Yields the product O=C1C=C(C(C(C1)(C)C)C(=O)OCC)C (Ethyl 4-Oxo-2,6,6-Trimethylcyclohex-2-Ene-1-Carboxylate). The yield is 27.0%. RXN SMILES: [C:1]([O:7][CH2:8][CH3:9])(=[O:6])[CH2:2][C:3]([CH3:5])=O.[O:10]=[C:11]([CH:13]=[C:14]([CH3:16])[CH3:15])C.[CH3:17]CCCCCC>[Cl-].[Zn+2].[Cl-].C1(C)C=CC=CC=1>[O:10]=[C:11]1[CH2:13][C:14]([CH3:16])([CH3:15])[CH:2]([C:1]([O:7][CH2:8][CH3:9])=[O:6])[C:3]([CH3:17])=[CH:5]1 |f:3.4.5|. Procedure: A mixture of 1020 ml (1041 g, 8.00 mol) of ethyl acetoacetate, 960 ml (824 g, 8.40 mol) of mesityl oxide, 1000 ml of heptane, 600 ml of toluene, and 175 g of zinc chloride was heated at reflux in a 5000 ml round bottom flask while stirring. The flask was equipped with a Dean-Stark trap and drying tube. After 24 h, an additional 25 g of zinc chloride was added and refluxing continued for 36 h. After cooling, the reaction mixture was washed with 1500 ml of water, 5% sodium bicarbonate solution (2×... The reactants are C1COCCN1, COC(=O)c1c(C)cc(Cl)nc1Cl, [K+], [K+], O=C([O-])[O-], CN(C)C=O, O. The product is COC(=O)c1c(C)cc(N2CCOCC2)nc1Cl. RXN SMILES: [CH2:20]1[CH2:21][O:22][CH2:23][CH2:24][NH:25]1.[CH3:1][O:2][C:3](=[O:4])[c:5]1[c:6]([Cl:13])[n:7][c:8]([Cl:12])[cH:9][c:10]1[CH3:11].[K+:14].[K+:15].[O-:16][C:17]([O-:18])=[O:19].[O:27]=[CH:28][N:29]([CH3:30])[CH3:31].[OH2:26]>>[CH3:1][O:2][C:3](=[O:4])[c:5]1[c:6]([Cl:13])[n:7][c:8]([N:25]2[CH2:20][CH2:21][O:22][CH2:23][CH2:24]2)[cH:9][c:10]1[CH3:11]. The reactants are N(=[N+]=[N-])[C@H]1C[C@@H](O[C@@H]1CO)N1C(=O)NC(=O)C(C)=C1.COCC(C[C@H](N)C(=O)OP([O-])(=O)N)C (3′-Azido-3′-deoxythymidine 5′-methoxy-L-leucinylphosphoramidate). Solvent: CN (methyl amine), CO (methanol). Reaction conditions: time 50 day. Product: N(=[N+]=[N-])[C@H]1C[C@@H](O[C@@H]1CO)N1C(=O)NC(=O)C(C)=C1.CNCC(C[C@H](N)C(=O)OP([O-])(=O)N)C (3′-Azido-3′-deoxythymidine 5′-methylamino-L-leucinyl-phosphoramidate). Isolated yield 131.8%. Reaction SMILES: [N:1]([C@@H:4]1[C@@H:8]([CH2:9][OH:10])[O:7][C@@H:6]([N:11]2[CH:19]=[C:17]([CH3:18])[C:15](=[O:16])[NH:14][C:12]2=[O:13])[CH2:5]1)=[N+:2]=[N-:3].CO[CH2:22][CH:23]([CH3:34])[CH2:24][C@@H:25]([C:27]([O:29][P:30]([NH2:33])(=[O:32])[O-:31])=[O:28])[NH2:26]>CN.CO>[N:1]([C@@H:4]1[C@@H:8]([CH2:9][OH:10])[O:7][C@@H:6]([N:11]2[CH:19]=[C:17]([CH3:18])[C:15](=[O:16])[NH:14][C:12]2=[O:13])[CH2:5]1)=[N+:2]=[N-:3].[CH3:4][NH:1][CH2:22][CH:23]([CH3:34])[CH2:24][C@@H:25]([C:27]([O:29][P:30]([NH2:33])(=[O:32])[O-:31])=[O:28])[NH2:26] |f:0.1,4.5|. Reported procedure: Compound 21 (38 mg) was dissolved in 2 mL of 10 M methyl amine in methanol and stirred in a sealed vial for 50 d. The reaction mixture was then concentrated under reduced pressure. Flash chromatography (SiO2, 5:2:0.25 CHCl3/MeOH/H2O containing 0.5% conc. NH4OH) gave the desired product (25 mg) was awhite solid. 1H NMR (D2O, 300 MHz) 7.588 (d, J=1.1 Hz, 1H), 6.081 (t, J=6.8 Hz, 1H), 4.275 (m, 1H), 3.995 (m, 1H), 3.896-3.746 (m, 2H), 3.403 (m, 1H), 2.570 (s, 3H), 2.320 (m, 2H), 1.753 (d, J=1.1 Hz,... The reactants are O=C([O-])[O-], CN(C)C=O, [Cs+], [Cs+], O=C1c2cccc(I)c2-n2cccc21, OB(O)c1cnc2ccccc2c1. The product is O=C1c2cccc(-c3cnc4ccccc4c3)c2-n2cccc21. Reaction SMILES: [C:28](=[O:29])([O-:30])[O-:31].[CH3:34][N:35]([CH3:36])[CH:37]=[O:38].[Cs+:32].[Cs+:33].[I:1][c:2]1[cH:3][cH:4][cH:5][c:6]2[c:10]1-[n:9]1[c:8]([cH:13][cH:12][cH:11]1)[C:7]2=[O:14].[n:15]1[cH:16][c:17]([B:25]([OH:26])[OH:27])[cH:18][c:19]2[cH:20][cH:21][cH:22][cH:23][c:24]12>>[c:2]1(-[c:17]2[cH:16][n:15][c:24]3[c:19]([cH:18]2)[cH:20][cH:21][cH:22][cH:23]3)[cH:3][cH:4][cH:5][c:6]2[c:10]1-[n:9]1[c:8]([cH:13][cH:12][cH:11]1)[C:7]2=[O:14].